Dataset: the Open Reaction Database (ORD), a public repository of structured organic reaction records. Task: describe an organic reaction: reactants, conditions, products, and yield The reactants are OC1C2CC(CC1CC2)C2=NC=1N(C(N(C(C1N2)=O)CCC)=O)CCC (8-(8-Hydroxy-bicyclo[3.2.1]oct-3-yl)-1,3-dipropyl-3,7-dihydro-purine-2,6-dione), CC1(OC(=O)CC(=O)O1)C (Meldrum's acid), N1CCCCC1 (piperidine). The solvent is C(Cl)(Cl)Cl (CHCl3), C(C)(=O)OCC (ethyl acetate). Reaction conditions: time 15 minute. The product is O=C1N(C(C=2NC(=NC2N1CCC)C1CC2CCC(C1)C2C(C(=O)O)C(=O)O)=O)CCC (2-[3-(2,6-Dioxo-1,3-dipropyl-2,3,6,7-tetrahydro-1H-purin-8-yl)-bicyclo[3.2.1]oct-8-yl]-malonic acid). RXN SMILES: O[CH:2]1[CH:7]2[CH2:8][CH2:9][CH:3]1[CH2:4][CH:5]([C:10]1[NH:18][C:17]3[C:16](=[O:19])[N:15]([CH2:20][CH2:21][CH3:22])[C:14](=[O:23])[N:13]([CH2:24][CH2:25][CH3:26])[C:12]=3[N:11]=1)[CH2:6]2.CC1(C)[O:35][C:33](=[O:34])[CH2:32][C:30](=[O:31])[O:29]1.N1CCCCC1>C(Cl)(Cl)Cl.C(OCC)(=O)C>[O:23]=[C:14]1[N:13]([CH2:24][CH2:25][CH3:26])[C:12]2[N:11]=[C:10]([CH:5]3[CH2:4][CH:3]4[CH:2]([CH:32]([C:33]([OH:35])=[O:34])[C:30]([OH:31])=[O:29])[CH:7]([CH2:8][CH2:9]4)[CH2:6]3)[NH:18][C:17]=2[C:16](=[O:19])[N:15]1[CH2:20][CH2:21][CH3:22]. Reported procedure: 8-(8-Hydroxy-bicyclo[3.2.1]oct-3-yl)-1,3-dipropyl-3,7-dihydro-purine-2,6-dione (30 mg) taken in CHCl3 (5 ml). To this solution Meldrum's acid (58 mg), piperidine (10 mg) were added and heated to reflux overnight. The next day, after cooling to room temperature, diluted with ethyl acetate, washed with 1N HCl, sat NaHCO3, brine, and dried. The solvent was removed under reduced pressure, the crude residue was taken up in MeOH, cooled to 0° C., NaBH4 (30 mg) was added, the mixture was stirred for 15... The reactants are BrC=1C(=NC(=NC1)SC)CO ([5-bromo-2-(methylthio)pyrimidin-4-yl]methanol), C1(=CC=CC=C1)P(C1=CC=CC=C1)C1=CC=CC=C1 (triphenylphosphine), C(Br)(Br)(Br)Br (carbon tetrabromide). Run in C(Cl)Cl (CH2Cl2). Run at time 1 hour. Yields the product BrC=1C(=NC(=NC1)SC)CBr (5-Bromo-4-(bromomethyl)-2-(methylthio)pyrimidine). Reaction SMILES: [Br:1][C:2]1[C:3]([CH2:10]O)=[N:4][C:5]([S:8][CH3:9])=[N:6][CH:7]=1.C1(P(C2C=CC=CC=2)C2C=CC=CC=2)C=CC=CC=1.C(Br)(Br)(Br)[Br:32]>C(Cl)Cl>[Br:1][C:2]1[C:3]([CH2:10][Br:32])=[N:4][C:5]([S:8][CH3:9])=[N:6][CH:7]=1. Procedure details: To a cold (0° C.) solution of [5-bromo-2-(methylthio)pyrimidin-4-yl]methanol (Step 13, 2.20 g, 9.34 mmol) in CH2Cl2 (46.7 mL) was added triphenylphosphine (3.19 g, 12.14 mmol) followed by carbon tetrabromide (4.03 g, 12.14 mmol). The resulting mixture was stirred cold for 1 h. LCMS trace of the aliquot indicated completion of reaction. Volatiles were removed under reduced pressure. Half of the crude material was purified by flash chromatography (SiO2, Biotage 40M cartridge). The column was elute... Starting materials: C(C)OC(C)=O (ethylacetate), C(C1=CC=CC=C1)OC(=O)NC(CC(=O)O)(C)C (3-(Benzyloxycarbonylamino)-3-methylbutanoic acid), C[Si](C)(C)[N-][Si](C)(C)C.[Li+] (lithium bis(trimethylsilyl)amide), N,N-dicarbonyldiimidazole. Run in O1CCCC1 (tetrahydrofuran). Reaction conditions: time 1 hour. The product is C(C1=CC=CC=C1)OC(=O)NC(CC(CC(=O)OCC)=O)(C)C (ethyl 5-(benzyloxycarbonylamino)-5-methyl-3-oxohexanoate). Isolated yield 53.0%. Reaction SMILES: [CH2:1]([O:8][C:9]([NH:11][C:12]([CH3:18])([CH3:17])[CH2:13][C:14]([OH:16])=O)=[O:10])[C:2]1[CH:7]=[CH:6][CH:5]=[CH:4][CH:3]=1.C[Si]([N-][Si](C)(C)C)(C)C.[Li+].[CH2:29]([O:31][C:32](=[O:34])[CH3:33])[CH3:30]>O1CCCC1>[CH2:1]([O:8][C:9]([NH:11][C:12]([CH3:18])([CH3:17])[CH2:13][C:14](=[O:16])[CH2:33][C:32]([O:31][CH2:29][CH3:30])=[O:34])=[O:10])[C:2]1[CH:3]=[CH:4][CH:5]=[CH:6][CH:7]=1 |f:1.2|. Procedure details: In a flask, 3-(Benzyloxycarbonylamino)-3-methylbutanoic acid (14.77 g, 58.8 mmol, prepared as described in Low, Eddy; Nair, Satheesh; Shiau, Timothy; Belisle, Barbara; Debabov, Dmitri; Celeri, Chris; Zuck, Meghan; Najafi, Ron; Georgopapadakou, Nafsika; Jain, Rakesh Bioorganic and Medicinal Chemistry Letters, 2009, 19, 196-198) was dissolved in tetrahydrofuran (200 ml). N,N-dicarbonyldiimidazole (9.54 g, 58.8 mmol) was added to the mixture, and the combined reaction mixture was stirred for about ... The reactants are [H-].[Na+] (sodium hydride), O (water), C(CCCCCCCCO)O (nonane-1,9-diol), C(C1=CC=CC=C1)Br (benzyl bromide). The solvent is CN(C)C=O (DMF), CN(C=O)C (dimethylformamide). Run at temperature 50 celsius, time 2 hour. Product: OCCCCCCCCCOCC1=CC=CC=C1 (1-Hydroxy-9-benzyloxy-nonane). RXN SMILES: [CH2:1]([OH:11])[CH2:2][CH2:3][CH2:4][CH2:5][CH2:6][CH2:7][CH2:8][CH2:9][OH:10].[H-].[Na+].[CH2:14](Br)[C:15]1[CH:20]=[CH:19][CH:18]=[CH:17][CH:16]=1.O>CN(C)C=O>[OH:11][CH2:1][CH2:2][CH2:3][CH2:4][CH2:5][CH2:6][CH2:7][CH2:8][CH2:9][O:10][CH2:14][C:15]1[CH:20]=[CH:19][CH:18]=[CH:17][CH:16]=1 |f:1.2|. Reported procedure: 16 g (100 mmol) of nonane-1,9-diol was dissolved in 150 ml of dimethylformamide and instilled in a suspension of 2.88 g (1.20 mmol) of sodium hydride in 100 ml of DMF. It is stirred for 2 hours at 50° C. It is cooled in an ice bath to 0° C. and 17.1 g (100 mmol) of benzyl bromide is instilled within 3 hours. Then, it is stirred for 5 hours at 60° C. The solution is cooled to room temperature, 1 l of water is added and it is extracted 3 times with 150 ml of ether. The combined organic phases are ... Reactants: COC=1N(C(C(=C(N1)C)C(=O)OC(C)C)C1=CC(=CC=C1)[N+](=O)[O-])C(=O)NCC1=CC=CC=C1 (1,6-dihydro-2-methoxy-4-methyl-6-(3-nitrophenyl)-1-[[(phenylmethyl)amino]carbonyl]-5-pyrimidinecarboxylic acid, 1-methylethyl ester), CO (methanol), Cl (hydrochloric acid). Solvent: O1CCCC1 (tetrahydrofuran). Conditions: time 1 hour. Product: CC1=C(C(N(C(N1)=O)C(=O)NCC1=CC=CC=C1)C1=CC(=CC=C1)[N+](=O)[O-])C(=O)OC(C)C (1,2,3,4-Tetrahydro-6-methyl-4-(3-nitrophenyl)-2-oxo-3-[[(phenylmethyl)amino]carbonyl]-5-pyrimidinecarboxylic acid, 1-methylethyl ester). Isolated yield 63.0%. RXN SMILES: C[O:2][C:3]1[N:4]([C:25]([NH:27][CH2:28][C:29]2[CH:34]=[CH:33][CH:32]=[CH:31][CH:30]=2)=[O:26])[CH:5]([C:16]2[CH:21]=[CH:20][CH:19]=[C:18]([N+:22]([O-:24])=[O:23])[CH:17]=2)[C:6]([C:10]([O:12][CH:13]([CH3:15])[CH3:14])=[O:11])=[C:7]([CH3:9])[N:8]=1.CO.Cl>O1CCCC1>[CH3:9][C:7]1[NH:8][C:3](=[O:2])[N:4]([C:25]([NH:27][CH2:28][C:29]2[CH:30]=[CH:31][CH:32]=[CH:33][CH:34]=2)=[O:26])[CH:5]([C:16]2[CH:21]=[CH:20][CH:19]=[C:18]([N+:22]([O-:24])=[O:23])[CH:17]=2)[C:6]=1[C:10]([O:12][CH:13]([CH3:15])[CH3:14])=[O:11]. Reported procedure: A solution of 1,6-dihydro-2-methoxy-4-methyl-6-(3-nitrophenyl)-1-[[(phenylmethyl)amino]carbonyl]-5-pyrimidinecarboxylic acid, 1-methylethyl ester (3.00 g, 6.45 mmol) in tetrahydrofuran (50 ml)/methanol (25 ml) was treated with 1 N hydrochloric acid (6.0 ml, pH 1) and stirred at room temperature for 1 hour. The reaction was quenched with saturated sodium bicarbonate and partially evaporated. The residue was partitioned between chloroform and water. The organic phase was washed with saturated sodi... Reactants: CC(C)CCNC(=O)c1ccc(N2CCNCC2)nn1, CC(CC(=O)O)C(F)(F)F. Yields the product CC(C)CCNC(=O)c1ccc(N2CCN(C(=O)CC(C)C(F)(F)F)CC2)nn1. Reaction SMILES: [CH3:11][CH:12]([CH2:13][CH2:14][NH:15][C:16](=[O:17])[c:18]1[n:19][n:20][c:21]([N:24]2[CH2:25][CH2:26][NH:27][CH2:28][CH2:29]2)[cH:22][cH:23]1)[CH3:30].[F:1][C:2]([CH:3]([CH2:4][C:5](=[O:6])[OH:7])[CH3:8])([F:9])[F:10]>>[F:1][C:2]([CH:3]([CH2:4][C:5](=[O:6])[N:27]1[CH2:26][CH2:25][N:24]([c:21]2[n:20][n:19][c:18]([C:16]([NH:15][CH2:14][CH2:13][CH:12]([CH3:11])[CH3:30])=[O:17])[cH:23][cH:22]2)[CH2:29][CH2:28]1)[CH3:8])([F:9])[F:10].